From a dataset of the Open Reaction Database (ORD), a public repository of structured organic reaction records. describe an organic reaction: reactants, conditions, products, and yield The reactants are N1(CCCCC1)C(N1CCCCC1)N1CCCCC1 (Tripiperidinomethane), COP(=O)(OC)NC1C2SCC(=C(N2C1=O)C(=O)OCC1=CC=C(C=C1)[N+](=O)[O-])C (7-dimethoxyphosphorylamino-3-methyl-2-(4-nitrobenzyloxycarbonyl)-8-oxo-5-thia-1-azabicyclo[4.2.0]oct-2-ene). Solvent: C(C)(=O)OCC (ethyl acetate), C(C)(=O)OCC (ethyl acetate). Run at temperature 45 celsius, time 18 hour. Yields the product COP(=O)(OC)NC1C2SCC(=C(N2C1=O)C(=O)OCC1=CC=C(C=C1)[N+](=O)[O-])C=CN1CCCCC1 (7-dimethoxyphosphorylamino-2-(4-nitrobenzyloxycarbonyl)-8-oxo-3-(2-piperidinovinyl)-5-thia-1-azabicyclo[4.2.0]oct-2-ene). Isolated yield 18.4%. RXN SMILES: N1([CH:7]([N:14]2[CH2:19][CH2:18][CH2:17][CH2:16][CH2:15]2)N2CCCCC2)CCCCC1.[CH3:20][O:21][P:22]([NH:26][CH:27]1[C:34](=[O:35])[N:33]2[CH:28]1[S:29][CH2:30][C:31]([CH3:49])=[C:32]2[C:36]([O:38][CH2:39][C:40]1[CH:45]=[CH:44][C:43]([N+:46]([O-:48])=[O:47])=[CH:42][CH:41]=1)=[O:37])([O:24][CH3:25])=[O:23]>C(OCC)(=O)C>[CH3:20][O:21][P:22]([NH:26][CH:27]1[C:34](=[O:35])[N:33]2[CH:28]1[S:29][CH2:30][C:31]([CH:49]=[CH:7][N:14]1[CH2:15][CH2:16][CH2:17][CH2:18][CH2:19]1)=[C:32]2[C:36]([O:38][CH2:39][C:40]1[CH:41]=[CH:42][C:43]([N+:46]([O-:48])=[O:47])=[CH:44][CH:45]=1)=[O:37])([O:24][CH3:25])=[O:23]. Procedure details: Tripiperidinomethane (1.06 g) is added to a solution of 7-dimethoxyphosphorylamino-3-methyl-2-(4-nitrobenzyloxycarbonyl)-8-oxo-5-thia-1-azabicyclo[4.2.0]oct-2-ene (0.9 g) in ethyl acetate (40 cc) at 45° C., and the reaction mixture is stirred for 18 hours at 45° C. and diluted with ethyl acetate (20 cc). The organic solution is washed with distilled water (3×20 cc) and then with a saturated solution of sodium chloride (2×15 cc), dried over magnesium sulphate and concentrated to dryness under red... The solvent is CS(C)=O (DMSO), O (water), CS(C)=O (DMSO), CS(C)=O (DMSO), CS(C)=O (DMSO). The reagents and catalysts are CCN=P(N=P(N(C)C)(N(C)C)N(C)C)(N(C)C)N(C)C (P2-Et), CC(C)c1cc(C(C)C)c(-c2ccccc2[PH](C(C)(C)C)(C(C)(C)C)[Pd]2(OS(C)(=O)=O)Nc3ccccc3-c3ccccc32)c(C(C)C)c1 (tBuXphos G3). Yields the product c1cncc(c1)c2c[nH]c3ncccc23, Ic1c[nH]c2ncccc12, c1ccc(-c2ccccc2)cc1. Starting materials: Ic1c[nH]c2ncccc12, OB(O)c1cccnc1. Run at time 22 hour. Reactants: ClC1=CC=CC(=N1)C(OC1=CC=CC=C1)OC1=CC=CC=C1 (6-chloro-2-(diphenoxymethyl)pyridine), [H][H] (hydrogen), Compound 2, 74.77, C(C)O (ethanol), [Na] (sodium), [Na] (sodium), 74.56. The solvent is CS(=O)C (DMSO), O (water). Reaction conditions: temperature 80 celsius, time 24 hour. Yields the product C(C)OC1=CC=CC(=N1)C(OC1=CC=CC=C1)OC1=CC=CC=C1 (6-Ethoxy-2-(diphenoxymethyl)pyridine). As a reaction SMILES: [CH2:1]([OH:3])[CH3:2].[Na].Cl[C:6]1[N:11]=[C:10]([CH:12]([O:20][C:21]2[CH:26]=[CH:25][CH:24]=[CH:23][CH:22]=2)[O:13][C:14]2[CH:19]=[CH:18][CH:17]=[CH:16][CH:15]=2)[CH:9]=[CH:8][CH:7]=1.[H][H]>CS(C)=O.O>[CH2:1]([O:3][C:6]1[N:11]=[C:10]([CH:12]([O:13][C:14]2[CH:19]=[CH:18][CH:17]=[CH:16][CH:15]=2)[O:20][C:21]2[CH:26]=[CH:25][CH:24]=[CH:23][CH:22]=2)[CH:9]=[CH:8][CH:7]=1)[CH3:2] |^1:3|. Reported procedure: To 30.0 ml of ethanol was added 1.10 g of sodium pellets. After the sodium had dissolved, 10.14 g of 6-chloro-2-(diphenoxymethyl)pyridine in 50 ml of DMSO was added dropwise. The mixture was heated to 80° C. and held there for 24 hours. The reaction was considered complete as seen by the NMR. The reaction mixture was cooled, diluted with water and extracted with methyl chloroform. The organic layer was separated and washed with water, dried over anhydrous magnesium sulfate, filtered and the solv...